This data is from the Open Reaction Database (ORD), a public repository of structured organic reaction records. The task is: describe an organic reaction: reactants, conditions, products, and yield Starting materials: BrCc1ccccc1, CN(C)C=O, COc1ccc(S)c(Cl)c1Cl, [H-], [Na+]. Product: COc1ccc(SCc2ccccc2)c(Cl)c1Cl. RXN SMILES: [Br:14][CH2:15][c:16]1[cH:17][cH:18][cH:19][cH:20][cH:21]1.[CH3:22][N:23]([CH3:24])[CH:25]=[O:26].[Cl:1][c:2]1[c:3]([SH:11])[cH:4][cH:5][c:6]([O:9][CH3:10])[c:7]1[Cl:8].[H-:12].[Na+:13]>>[Cl:1][c:2]1[c:3]([S:11][CH2:15][c:16]2[cH:17][cH:18][cH:19][cH:20][cH:21]2)[cH:4][cH:5][c:6]([O:9][CH3:10])[c:7]1[Cl:8]. As a reaction SMILES: [N:1]1([CH2:6][C:7]2[CH:12]=[C:11]([C:13]([O:15][CH3:16])=[O:14])[CH:10]=[CH:9][N:8]=2)[CH2:5][CH2:4][CH2:3][CH2:2]1>C(O)C.[Rh]>[N:1]1([CH2:6][CH:7]2[CH2:12][CH:11]([C:13]([O:15][CH3:16])=[O:14])[CH2:10][CH2:9][NH:8]2)[CH2:5][CH2:4][CH2:3][CH2:2]1. Run in C(C)O (ethanol). Yield: 35.0%. Yields the product N1(CCCC1)CC1NCCC(C1)C(=O)OC (Methyl 2-(1-pyrrolidinylmethyl)-4-piperidinecarboxylate). Procedure: A solution of the product of stage (iv) (50 mg) in ethanol (2 ml) was hydrogenated at 70 psi and 70° over 5% rhodium on carbon (35 mg) for 14 h. The mixture was filtered and the filtrate was evaporated in vacuo. The residue (0.1 g) was purified by flash chromatography eluting with dichloromethane/methanol/ammonia 200:10:2 to give the title compound as an oil (0.018 g). T.l.c. (Silica/dichloromethane/methanol/ammonia 75:10:2) Rf 0.6. Reactants: N1(CCCC1)CC1=NC=CC(=C1)C(=O)OC (Methyl 2-(1-pyrrolidinylmethyl)-4-pyridinecarboxylate). Reagents/catalysts: [Rh] (rhodium on carbon). Reactants: FC1=C(C=C(C=C1)NC(=O)C1=CC=CC2=CC(=CC=C12)CC1=NC=NC(=C1)Cl)C(F)(F)F (6-(6-chloro-pyrimidin-4-ylmethyl)-naphthalene-1-carboxylic acid (4-fluoro-3-trifluoromethyl-phenyl)-amide), [N-]=[N+]=[N-].[Na+] (NaN3). Run in CN(C)C=O (DMF). Conditions: temperature 60 celsius, time 2 hour. The product is FC1=C(C=C(C=C1)NC(=O)C1=CC=CC2=CC(=CC=C12)CC1=NC=NC(=C1)N=[N+]=[N-])C(F)(F)F (6-(6-azido-pyrimidin-4-ylmethyl)-naphthalene-1-carboxylic acid (4-fluoro-3-trifluoromethyl-phenyl)-amide). As a reaction SMILES: [F:1][C:2]1[CH:7]=[CH:6][C:5]([NH:8][C:9]([C:11]2[C:20]3[C:15](=[CH:16][C:17]([CH2:21][C:22]4[CH:27]=[C:26](Cl)[N:25]=[CH:24][N:23]=4)=[CH:18][CH:19]=3)[CH:14]=[CH:13][CH:12]=2)=[O:10])=[CH:4][C:3]=1[C:29]([F:32])([F:31])[F:30].[N-:33]=[N+:34]=[N-:35].[Na+]>CN(C=O)C>[F:1][C:2]1[CH:7]=[CH:6][C:5]([NH:8][C:9]([C:11]2[C:20]3[C:15](=[CH:16][C:17]([CH2:21][C:22]4[CH:27]=[C:26]([N:33]=[N+:34]=[N-:35])[N:25]=[CH:24][N:23]=4)=[CH:18][CH:19]=3)[CH:14]=[CH:13][CH:12]=2)=[O:10])=[CH:4][C:3]=1[C:29]([F:32])([F:31])[F:30] |f:1.2|. Reported procedure: A mixture of 200 mg (0.435 mMol) 6-(6-chloro-pyrimidin-4-ylmethyl)-naphthalene-1-carboxylic acid (4-fluoro-3-trifluoromethyl-phenyl)-amide and 50 mg (0.76 mMol) NaN3 in 5 ml DMF is stirred for 2 h at 60° C., giving 6-(6-azido-pyrimidin-4-ylmethyl)-naphthalene-1-carboxylic acid (4-fluoro-3-trifluoromethyl-phenyl)-amide (MS: [M+1]+=467). After cooling to rt, 50 mg Pd/C (10%; Engelhard 4505) are added and the mixture is hydrogenated under a H2-atmosphere for 30 min. Filtration through Celite, conce... Starting materials: [C-]#N.[Na+] (Sodium cyanide), ClCC1=NC(=CC=C1)OCC(F)(F)F (2-(chloromethyl)-6-(2,2,2-trifluoroethoxy)pyridine), C(O)([O-])=O.[Na+] (sodium hydrogen carbonate). Yields the product FC(COC1=CC=CC(=N1)CC#N)(F)F (2-(6-(2,2,2-trifluoroethoxy)pyridin-2-yl)acetonitrile). Solvent: CS(=O)C (DMSO). Isolated yield 68.5%. Reaction SMILES: [C-:1]#[N:2].[Na+].Cl[CH2:5][C:6]1[CH:11]=[CH:10][CH:9]=[C:8]([O:12][CH2:13][C:14]([F:17])([F:16])[F:15])[N:7]=1.C(=O)([O-])O.[Na+]>CS(C)=O>[F:15][C:14]([F:17])([F:16])[CH2:13][O:12][C:8]1[N:7]=[C:6]([CH2:5][C:1]#[N:2])[CH:11]=[CH:10][CH:9]=1 |f:0.1,3.4|. Reaction conditions: time 20 hour. Reported procedure: Sodium cyanide (0.823 g, 16.8 mmol) is added to a solution of 2-(chloromethyl)-6-(2,2,2-trifluoroethoxy)pyridine (2.0 g, 7.63 mmol, Step-4) in DMSO (38 mL) and stirred at rt for 20 hours. The reaction mixture is poured into saturated aqueous sodium hydrogen carbonate (60 mL) and extracted with EtOAc (100 mL). The organic layer is washed with water (50 mL×2) and dried over sodium sulfate. After filtration, the filtrate is concentrated in vacuo. The residue is purified by column chromatography on ... Solvent: C1(=CC=CC=C1)C (toluene). Yield: 54.2%. The reactants are NC(CC(=O)OC(C)(C)C)=NOC(=O)C=1C=NC=CC1C(F)(F)F (tert-butyl 3-amino-3-(4-trifluoromethyl-3-pyridinecarbonyloxy-imino)propionate). Reported procedure: 28 g of tert-butyl 3-amino-3-(4-trifluoromethyl-3-pyridinecarbonyloxy-imino)propionate are dissolved in 380 ml of toluene and heated under reflux for 17 hours. Concentration and chromatographic purification of the residue over silica gel gives 14.4 g of the product as a pale brown oil. Yields the product C(C)(C)(C)OC(=O)CC1=NOC(=N1)C=1C=NC=CC1C(F)(F)F (3-(Tert-butoxycarbonylmethyl)-5-(4-trifluoromethyl-3-pyridyl)-1,2,4-oxadiazole). Reaction SMILES: [NH2:1][C:2](=[N:11][O:12][C:13]([C:15]1[CH:16]=[N:17][CH:18]=[CH:19][C:20]=1[C:21]([F:24])([F:23])[F:22])=O)[CH2:3][C:4]([O:6][C:7]([CH3:10])([CH3:9])[CH3:8])=[O:5]>C1(C)C=CC=CC=1>[C:7]([O:6][C:4]([CH2:3][C:2]1[N:1]=[C:13]([C:15]2[CH:16]=[N:17][CH:18]=[CH:19][C:20]=2[C:21]([F:24])([F:23])[F:22])[O:12][N:11]=1)=[O:5])([CH3:10])([CH3:9])[CH3:8].